From a dataset of the Open Reaction Database (ORD), a public repository of structured organic reaction records. describe an organic reaction: reactants, conditions, products, and yield The reactants are FC1=C(C=CC=C1C(F)(F)F)C(C)=O (1-[2-fluoro-3-(trifluoromethyl)phenyl]ethanone), [Br-].[Br-].[Br-].C1(=CC=CC=C1)[N+](C)(C)C.C1(=CC=CC=C1)[N+](C)(C)C.C1(=CC=CC=C1)[N+](C)(C)C (phenyltrimethylammonium tribromide). Solvent: C(O)([O-])=O.[Na+] (sodium hydrogen carbonate), C(C)OCC (diethyl ether). Reaction conditions: time 8 hour. Yields the product BrCC(=O)C1=C(C(=CC=C1)C(F)(F)F)F (2-bromo-1-[2-fluoro-3-(trifluoromethyl)phenyl]ethanone). Isolated yield 99.1%. As a reaction SMILES: [F:1][C:2]1[C:7]([C:8]([F:11])([F:10])[F:9])=[CH:6][CH:5]=[CH:4][C:3]=1[C:12](=[O:14])[CH3:13].[Br-:15].[Br-].[Br-].C1([N+](C)(C)C)C=CC=CC=1.C1([N+](C)(C)C)C=CC=CC=1.C1([N+](C)(C)C)C=CC=CC=1>C(OCC)C.C(=O)([O-])O.[Na+]>[Br:15][CH2:13][C:12]([C:3]1[CH:4]=[CH:5][CH:6]=[C:7]([C:8]([F:10])([F:11])[F:9])[C:2]=1[F:1])=[O:14] |f:1.2.3.4.5.6,8.9|. Procedure details: To a solution of 1-[2-fluoro-3-(trifluoromethyl)phenyl]ethanone (5.07 g, 24.6 mmol) in diethyl ether (15 mL) was added phenyltrimethylammonium tribromide (9.62 g, 25.6 mmol), and the mixture was stirred overnight. The reaction mixture was diluted with diluted aqueous sodium hydrogen carbonate solution, and extracted with ethyl acetate. The extract was washed with saturated brine, dried over sodium sulfate, and concentrated under reduced pressure to give the title compound (6.95 g, 99%) as a yell... Reactants: Cc1nc(CN2CCN(C(C(=O)NC(Cc3ccccc3)C(O)CN=[N+]=[N-])C(C)C)C2=O)cs1, C1CCOC1, O, c1ccc(P(c2ccccc2)c2ccccc2)cc1. The product is Cc1nc(CN2CCN(C(C(=O)NC(Cc3ccccc3)C(O)CN)C(C)C)C2=O)cs1. As a reaction SMILES: [N:1](=[N+:2]=[N-:3])[CH2:4][CH:5]([CH:6]([CH2:7][c:8]1[cH:9][cH:10][cH:11][cH:12][cH:13]1)[NH:14][C:15]([CH:16]([CH:17]([CH3:18])[CH3:19])[N:20]1[C:21](=[O:32])[N:22]([CH2:25][c:26]2[n:27][c:28]([CH3:31])[s:29][cH:30]2)[CH2:23][CH2:24]1)=[O:33])[OH:34].[O:55]1[CH2:56][CH2:57][CH2:58][CH2:59]1.[OH2:35].[c:36]1([P:37]([c:38]2[cH:39][cH:40][cH:41][cH:42][cH:43]2)[c:44]2[cH:45][cH:46][cH:47][cH:48][cH:49]2)[cH:50][cH:51][cH:52][cH:53][cH:54]1>>[NH2:1][CH2:4][CH:5]([CH:6]([CH2:7][c:8]1[cH:9][cH:10][cH:11][cH:12][cH:13]1)[NH:14][C:15]([CH:16]([CH:17]([CH3:18])[CH3:19])[N:20]1[C:21](=[O:32])[N:22]([CH2:25][c:26]2[n:27][c:28]([CH3:31])[s:29][cH:30]2)[CH2:23][CH2:24]1)=[O:33])[OH:34]. Reactants: [NH4+].[Cl-] (NH4Cl), BrC=1C=NN2C1N=C(C=C2)Cl (3-bromo-5-chloropyrazolo[1,5-a]pyrimidine), C(C)[C@@H]1NC(OC1)=O ((S)-4-ethyloxazolidin-2-one), [H-].[Na+] (sodium hydride). Solvent: CN(C)C=O (DMF). Run at time 18 hour. The product is BrC=1C=NN2C1N=C(C=C2)N2C(OC[C@@H]2CC)=O ((S)-3-(3-bromopyrazolo[1,5-a]pyrimidin-5-yl)-4-ethyloxazolidin-2-one). The yield is 56.3%. As a reaction SMILES: [Br:1][C:2]1[CH:3]=[N:4][N:5]2[CH:10]=[CH:9][C:8](Cl)=[N:7][C:6]=12.[CH2:12]([C@H:14]1[CH2:18][O:17][C:16](=[O:19])[NH:15]1)[CH3:13].[H-].[Na+].[NH4+].[Cl-]>CN(C=O)C>[Br:1][C:2]1[CH:3]=[N:4][N:5]2[CH:10]=[CH:9][C:8]([N:15]3[C@@H:14]([CH2:12][CH3:13])[CH2:18][O:17][C:16]3=[O:19])=[N:7][C:6]=12 |f:2.3,4.5|. Reported procedure: To a solution of 3-bromo-5-chloropyrazolo[1,5-a]pyrimidine (0.375 g, 1.61 mmol) and (S)-4-ethyloxazolidin-2-one (0.279 g, 2.42 mmol) in DMF (10 mL) was added sodium hydride (0.0968 g, 2.42 mmol) at ambient temperature. The mixture was stirred for 18 hours. Saturated aqueous NH4Cl was added and the solids were collected by filtration. Purification of the crude material by column chromatography (1-10% EtOAc in DCM) provided (S)-3-(3-bromopyrazolo[1,5-a]pyrimidin-5-yl)-4-ethyloxazolidin-2-one (0.28... Reactants: CI (methyl iodide), C1(=CC=CC2=CC=CC=C12)S(=O)(=O)C1=NNC2=CC=C(C=C12)N1C[C@@H](CC1)NC(OC(C)(C)C)=O (tert-butyl {(3R)-1-[3-(1-naphthylsulfonyl)-1H-indazol-5-yl]pyrrolidin-3-yl}carbamate), C([O-])([O-])=O.[Cs+].[Cs+] (cesium carbonate). Run in CN(C=O)C (N,N-dimethylformamide). Reaction conditions: time 10 minute. Product: CN1N=C(C2=CC(=CC=C12)N1C[C@@H](CC1)NC(OC(C)(C)C)=O)S(=O)(=O)C1=CC=CC2=CC=CC=C12 (tert-butyl {(3R)-1-[1-methyl-3-(naphthalen-1-ylsulfonyl)-1H-indazol-5-yl]pyrrolidin-3-yl}carbamate), CN1N=C2C=CC(=CC2=C1S(=O)(=O)C1=CC=CC2=CC=CC=C12)N1C[C@@H](CC1)NC(OC(C)(C)C)=O (tert-butyl {(3R)-1-[2-methyl-3-(naphthalen-1-ylsulfonyl)-2H-indazol-5-yl]pyrrolidin-3-yl}carbamate). The yield is 17.0%. As a reaction SMILES: [C:1]1([S:11]([C:14]2[C:22]3[C:17](=[CH:18][CH:19]=[C:20]([N:23]4[CH2:27][CH2:26][C@@H:25]([NH:28][C:29](=[O:35])[O:30][C:31]([CH3:34])([CH3:33])[CH3:32])[CH2:24]4)[CH:21]=3)[NH:16][N:15]=2)(=[O:13])=[O:12])[C:10]2[C:5](=[CH:6][CH:7]=[CH:8][CH:9]=2)[CH:4]=[CH:3][CH:2]=1.[C:36](=O)([O-])[O-].[Cs+].[Cs+].CI>CN(C)C=O>[CH3:36][N:16]1[C:17]2[C:22](=[CH:21][C:20]([N:23]3[CH2:27][CH2:26][C@@H:25]([NH:28][C:29](=[O:35])[O:30][C:31]([CH3:32])([CH3:34])[CH3:33])[CH2:24]3)=[CH:19][CH:18]=2)[C:14]([S:11]([C:1]2[C:10]3[C:5](=[CH:6][CH:7]=[CH:8][CH:9]=3)[CH:4]=[CH:3][CH:2]=2)(=[O:13])=[O:12])=[N:15]1.[CH3:36][N:15]1[C:14]([S:11]([C:1]2[C:10]3[C:5](=[CH:6][CH:7]=[CH:8][CH:9]=3)[CH:4]=[CH:3][CH:2]=2)(=[O:13])=[O:12])=[C:22]2[C:17]([CH:18]=[CH:19][C:20]([N:23]3[CH2:27][CH2:26][C@@H:25]([NH:28][C:29](=[O:35])[O:30][C:31]([CH3:32])([CH3:34])[CH3:33])[CH2:24]3)=[CH:21]2)=[N:16]1 |f:1.2.3|. Reported procedure: To an N,N-dimethylformamide solution of tert-butyl {(3R)-1-[3-(1-naphthylsulfonyl)-1H-indazol-5-yl]pyrrolidin-3-yl}carbamate (0.300 g, 0.609 mmol) was added cesium carbonate (0.198 g, 0.609 mmol). After 10 min, methyl iodide (0.046 mL, 0.104 mmol) was added and the reaction mixture was stirred for one hour. The reaction mixture was quenched with water, extracted with ethyl acetate (three times), dried over magnesium sulfate, concentrated and purified by column chromatography to afford tert-butyl... Reactants: FC1=CC=C(CNC(C2=CC=C(C=C2)S(=O)(=O)N2C=C(C3=CC=CC=C23)C)=O)C=C1 (N-(4-Fluoro-benzyl)-4-(3-methyl-indole-1-sulfonyl)-benzamide), [BH3-]C#N.[Na+] (NaCNBH3), [BH3-]C#N.[Na+] (NaCNBH3). Solvent: C(=O)(C(F)(F)F)O (TFA), O (H2O). Reaction conditions: temperature 2.5 celsius, time 15 minute. Product: FC1=CC=C(CNC(C2=CC=C(C=C2)S(=O)(=O)N2CC(C3=CC=CC=C23)C)=O)C=C1 (N-(4-Fluoro-benzyl)-4-(3-methyl-2,3-dihydro-indole-1-sulfonyl)-benzamide). Yield: 70.7%. RXN SMILES: [F:1][C:2]1[CH:30]=[CH:29][C:5]([CH2:6][NH:7][C:8](=[O:28])[C:9]2[CH:14]=[CH:13][C:12]([S:15]([N:18]3[C:26]4[C:21](=[CH:22][CH:23]=[CH:24][CH:25]=4)[C:20]([CH3:27])=[CH:19]3)(=[O:17])=[O:16])=[CH:11][CH:10]=2)=[CH:4][CH:3]=1.[BH3-]C#N.[Na+]>C(O)(C(F)(F)F)=O.O>[F:1][C:2]1[CH:3]=[CH:4][C:5]([CH2:6][NH:7][C:8](=[O:28])[C:9]2[CH:10]=[CH:11][C:12]([S:15]([N:18]3[C:26]4[C:21](=[CH:22][CH:23]=[CH:24][CH:25]=4)[CH:20]([CH3:27])[CH2:19]3)(=[O:16])=[O:17])=[CH:13][CH:14]=2)=[CH:29][CH:30]=1 |f:1.2|. Procedure: Add N-(4-Fluoro-benzyl)-4-(3-methyl-indole-1-sulfonyl)-benzamide (0.106 g, 0.25 mmol) portionwise to a stirring mixture of NaCNBH3 (0.074 g, 1.2 mmol, in TFA (5.0 mL) at 0 to 5° C. under N2. Stir the mixture for 15 minutes at 0-5° C., allow to warm to ambient temperature and stir for 1 h. add NaCNBH3 (0.074 g, 1.2 mmol) and stir the reaction is for 2 h dilute with H2O (13.0 mL) and work up as described in the above example. Chromatograph and elute with EtOAc-hexane (0-50%) to give 0.075 g of the...